From a dataset of the Open Reaction Database (ORD), a public repository of structured organic reaction records. describe an organic reaction: reactants, conditions, products, and yield The reactants are COC1=CC=C(CSC2CC(N2)=O)C=C1 (4-(4-methoxybenzylthio)-azetidin-2-one), BrCC(=O)OC (methyl bromoacetate). The product is COC1=CC=C(CSC2CC(N2CC(=O)OC)=O)C=C1 (Methyl (4-(4-methoxybenzylthio)-2-oxoazetidin-1-yl)acetate). RXN SMILES: [CH3:1][O:2][C:3]1[CH:15]=[CH:14][C:6]([CH2:7][S:8][CH:9]2[NH:12][C:11](=[O:13])[CH2:10]2)=[CH:5][CH:4]=1.Br[CH2:17][C:18]([O:20][CH3:21])=[O:19]>>[CH3:1][O:2][C:3]1[CH:4]=[CH:5][C:6]([CH2:7][S:8][CH:9]2[N:12]([CH2:17][C:18]([O:20][CH3:21])=[O:19])[C:11](=[O:13])[CH2:10]2)=[CH:14][CH:15]=1. Procedure details: Treatment of 4-(4-methoxybenzylthio)-azetidin-2-one (7 g) with methyl bromoacetate (5.3 g) under the conditions described for Example 29a gave the title compound as a colourless solid, m.p. 45-46° C., (5.9 g, 64%)